From a dataset of the Open Reaction Database (ORD), a public repository of structured organic reaction records. describe an organic reaction: reactants, conditions, products, and yield Reactants: [N+](=O)(O)[O-] (HNO3), [Ce] (cerium), N[C@@H]([C@@H](C)CC)C(=O)O (isoleucine), OO (H2O2). Run in solution. Run at temperature 40 celsius. Product: N[C@@H]([C@@H](C)CC)C(=O)O.[Ce] (L-Isoleucine Cerium). RXN SMILES: OO.[Ce:3].[NH2:4][C@H:5]([C:10]([OH:12])=[O:11])[C@H:6]([CH2:8][CH3:9])[CH3:7].[N+]([O-])(O)=O>>[NH2:4][C@H:5]([C:10]([OH:12])=[O:11])[C@H:6]([CH2:8][CH3:9])[CH3:7].[Ce:3] |f:4.5|. Procedure: Into a 600 ml glass beaker containing a magnetic stir bar was introduced 500 ml of high purity (HP) water. A 1.233 gm quantity of L-Isoleucine was dissolved in this volume. A 5.0 gm quantity of Ce(NO3)3·6(H2O) was added, thereby forming a molar ratio of L-Isoleucine to cerium ion of 0.8. Then a 10 ml solution containing 1.2 gm of 50% H2O2 (1.5 molar ratio of H2O2 to cerium ion) was added slowly to the cerium and isoleucine solution mixture. The pH was further adjusted to about 2.9 by the additio... Yield: 23.1%. Procedure details: To a slurry of 1-(4-n-butyloxybenzoyl)thiosemicarbazide (20 g) in toluene (213.3 ml) at 40° C., was added dropwise over 30 minutes, methanesulfonic acid (6.92 ml). The mixture was stirred under refluxing for 12 hours. After cooling to 10° C., the sulfonate salt was filtered and dried. The salt was placed in water, the solution was adjusted to pH 9 with 1N sodium hydroxide and extracted with ethyl acetate. The organic layer was separated, washed with brine, dried over magnesium sulfate and evapor... Conditions: temperature 10 celsius. The solvent is C1(=CC=CC=C1)C (toluene). Yields the product NC=1SC(=NN1)C1=CC=C(C=C1)OCCCC (2-amino-5-(4-n-butyloxyphenyl)-1,3,4-thiadiazole). RXN SMILES: [CH2:1]([O:5][C:6]1[CH:18]=[CH:17][C:9]([C:10]([NH:12][NH:13][C:14]([NH2:16])=[S:15])=O)=[CH:8][CH:7]=1)[CH2:2][CH2:3][CH3:4].CS(O)(=O)=O>C1(C)C=CC=CC=1>[NH2:16][C:14]1[S:15][C:10]([C:9]2[CH:17]=[CH:18][C:6]([O:5][CH2:1][CH2:2][CH2:3][CH3:4])=[CH:7][CH:8]=2)=[N:12][N:13]=1. Reactants: C(CCC)OC1=CC=C(C(=O)NNC(=S)N)C=C1 (1-(4-n-butyloxybenzoyl)thiosemicarbazide), CS(=O)(=O)O (methanesulfonic acid). Reactants: Br, CC(C)CC(NC(=O)OC(C)(C)C)C(=O)O, CC(=O)O, CN1CCOCC1, CCOCC, O=C([O-])CCCl, C=[N+]=[N-], C1CCOC1, O. Product: CC(C)CC(NC(=O)OC(C)(C)C)C(=O)CBr. RXN SMILES: [BrH:37].[C:1]([CH3:2])([CH3:3])([CH3:4])[O:5][C:6](=[O:7])[NH:8][CH:9]([C:10](=[O:11])[OH:12])[CH2:13][CH:14]([CH3:15])[CH3:16].[C:33]([OH:34])(=[O:35])[CH3:36].[CH3:17][N:18]1[CH2:19][CH2:20][O:21][CH2:22][CH2:23]1.[CH3:43][CH2:44][O:45][CH2:46][CH3:47].[Cl:24][CH2:25][CH2:26][C:27]([O-:28])=[O:29].[N+:30](=[CH2:31])=[N-:32].[O:38]1[CH2:39][CH2:40][CH2:41][CH2:42]1.[OH2:48]>>[C:1]([CH3:2])([CH3:3])([CH3:4])[O:5][C:6](=[O:7])[NH:8][CH:9]([C:10](=[O:12])[CH2:17][Br:37])[CH2:13][CH:14]([CH3:15])[CH3:16].